Dataset: the Open Reaction Database (ORD), a public repository of structured organic reaction records. Task: describe an organic reaction: reactants, conditions, products, and yield Starting materials: C(C)(=O)O.BrC1=CC2=C(N(C1=O)C)NN=C2 (5-bromo-7-methyl-1H-pyrazolo[3,4-b]pyridin-6(7H)-one acetic acid), C([O-])([O-])=O.[K+].[K+] (potassium carbonate), IC(C)C (2-iodopropane), O (water). The solvent is C1CCOC1 (THF). Yields the product BrC1=CC2=C(N(C1=O)C)N(N=C2)C(C)C (5-Bromo-1-isopropyl-7-methyl-1H-pyrazolo[3,4-b]pyridin-6(7H)-one). The yield is 46.5%. RXN SMILES: C(O)(=O)C.[Br:5][C:6]1[C:11](=[O:12])[N:10]([CH3:13])[C:9]2[NH:14][N:15]=[CH:16][C:8]=2[CH:7]=1.C(=O)([O-])[O-].[K+].[K+].I[CH:24]([CH3:26])[CH3:25].O>C1COCC1>[Br:5][C:6]1[C:11](=[O:12])[N:10]([CH3:13])[C:9]2[N:14]([CH:24]([CH3:26])[CH3:25])[N:15]=[CH:16][C:8]=2[CH:7]=1 |f:0.1,2.3.4|. Reported procedure: At RT, to a solution of 5-bromo-7-methyl-1H-pyrazolo[3,4-b]pyridin-6(7H)-one acetic acid adduct (202 mg, 0.701 mmol) in THF (10 mL) was treated with potassium carbonate (290 mg, 2.10 mmol) and 2-iodopropane (0.50 mL, 5.0 mmol). It was heated to reflux for 48 h. The reaction mixture was then treated with water and extracted 2×20 mL EtOAc, dried over MgSO4, filtered and concentrated in vacuo (rotovap). The crude residue was purified on the ISCO (12 g column, 25-90% EtOAc:Hexanes) affording the tit...